Task: describe an organic reaction: reactants, conditions, products, and yield. Dataset: the Open Reaction Database (ORD), a public repository of structured organic reaction records Starting materials: COC(=O)c1cccc(Br)n1, C=CC(=O)OC(C)(C)C, C=CC[Pd]Cl, CC(=O)[O-], Cc1ccccc1, [Na+]. Yields the product COC(=O)c1cccc(C=CC(=O)OC(C)(C)C)n1. RXN SMILES: [Br:1][c:2]1[cH:3][cH:4][cH:5][c:6]([C:8](=[O:9])[O:10][CH3:11])[n:7]1.[C:17]([CH:18]=[CH2:19])(=[O:20])[O:21][C:22]([CH3:23])([CH3:24])[CH3:25].[CH2:33]([Pd:34][Cl:35])[CH:36]=[CH2:37].[CH3:13][C:14](=[O:15])[O-:16].[CH3:26][c:27]1[cH:28][cH:29][cH:30][cH:31][cH:32]1.[Na+:12]>>[c:2]1([CH:19]=[CH:18][C:17](=[O:20])[O:21][C:22]([CH3:23])([CH3:24])[CH3:25])[cH:3][cH:4][cH:5][c:6]([C:8](=[O:9])[O:10][CH3:11])[n:7]1. Starting materials: BrC=1C=C(C(=NC1)F)B(O)O (5-bromo-2-fluoropyridin-3-ylboronic acid), C([O-])([O-])=O.[Na+].[Na+] (SODIUM CARBONATE), FC(C1=CC=C(C=C1)C=C)(F)F (1-(trifluoromethyl)-4-vinylbenzene). The reagents and catalysts are C(C)(=O)[O-].[Pd+2].C(C)(=O)[O-] (palladium(II) acetate). Solvent: CN(C=O)C (dimethylformamide). Yields the product BrC=1C=C(C(=NC1)F)\C=C\C1=CC=C(C=C1)C(F)(F)F ((E)-5-bromo-2-fluoro-3-(4-(trifluoromethyl)styryl)pyridine). Yield: 28.1%. RXN SMILES: [Br:1][C:2]1[CH:3]=[C:4](B(O)O)[C:5]([F:8])=[N:6][CH:7]=1.C(=O)([O-])[O-].[Na+].[Na+].[F:18][C:19]([F:29])([F:28])[C:20]1[CH:25]=[CH:24][C:23]([CH:26]=[CH2:27])=[CH:22][CH:21]=1>CN(C)C=O.C([O-])(=O)C.[Pd+2].C([O-])(=O)C>[Br:1][C:2]1[CH:3]=[C:4](/[CH:27]=[CH:26]/[C:23]2[CH:22]=[CH:21][C:20]([C:19]([F:18])([F:28])[F:29])=[CH:25][CH:24]=2)[C:5]([F:8])=[N:6][CH:7]=1 |f:1.2.3,6.7.8|. Procedure: To a 15 mL round bottom flask was added 5-bromo-2-fluoropyridin-3-ylboronic acid (400 mg, 1.820 mmol), SODIUM CARBONATE (386 mg, 3.64 mmol) and 1-(trifluoromethyl)-4-vinylbenzene (407 mg, 2.366 mmol) in dimethylformamide (6 mL). The solution was stirred at room temperature and the flask was purged with oxygen for 3 min. To the purged flask was quickly added palladium(II) acetate (40.9 mg, 0.182 mmol) and the reaction flask was again sealed and purged with oxygen for 15 min. The reaction mixture ... Procedure details: To a solution of 2-methoxynaphthoic acid (458 mg, 2.3 mmol) in dry dichloromethane (9 mL) at 0° C. under a N2 atmosphere was added oxalyl chloride (1.4 mL of a 2M solution in dichloromethane, 2.8 mmol) and 4 drops of N,N-dimethyl formamide. The mixture was stirred at 0° C. for 20 minutes then allowed to warm to room temperature and stirred for one hour. The mixture was concentrated in vacuo. To this dry powder was added isopropanol (9 mL) and pyridine (367 μL, 4.5 mmol), with stirring. After sti... Yield: 47.0%. The product is COC1=C(C2=CC=CC=C2C=C1)C(=O)OC(C)C (Isopropyl 2-methoxy-1-naphthoate), solid. The solvent is ClCCl (dichloromethane), ClCCl (dichloromethane). As a reaction SMILES: [CH3:1][O:2][C:3]1[CH:12]=[CH:11][C:10]2[C:5](=[CH:6][CH:7]=[CH:8][CH:9]=2)[C:4]=1[C:13]([OH:15])=[O:14].C(Cl)(=O)C(Cl)=O.[CH:22](O)([CH3:24])[CH3:23].N1C=CC=CC=1>ClCCl.CN(C)C=O>[CH3:1][O:2][C:3]1[CH:12]=[CH:11][C:10]2[C:5](=[CH:6][CH:7]=[CH:8][CH:9]=2)[C:4]=1[C:13]([O:15][CH:22]([CH3:24])[CH3:23])=[O:14]. Reaction conditions: temperature 0 celsius, time 20 minute. The reagents and catalysts are CN(C=O)C (N,N-dimethyl formamide). The reactants are C(C)(C)O (isopropanol), N1=CC=CC=C1 (pyridine), COC1=C(C2=CC=CC=C2C=C1)C(=O)O (2-methoxynaphthoic acid), C(C(=O)Cl)(=O)Cl (oxalyl chloride), solution.